From a dataset of the Open Reaction Database (ORD), a public repository of structured organic reaction records. describe an organic reaction: reactants, conditions, products, and yield Starting materials: CC1C2(CC(OC2=O)=O)CCC(=C1)C (6,8-dimethyl-2-oxa-spiro[4.5]dec-7-ene-1,3-dione), C1(=CC=CC=C1)C (Toluene), C(C)[Mg]Cl (ethyl magnesium chloride), Cl (hydrochloric acid). Run in O1CCCC1 (tetrahydrofuran). The product is C(C)C1(OC(C2(C1)C(C=C(CC2)C)C)=O)CC (3,3-diethyl-6,8-dimethyl-2-oxa-spiro[4.5]dec-7-en-1-one). RXN SMILES: [CH3:1][CH:2]1[CH:13]=[C:12]([CH3:14])[CH2:11][CH2:10][C:3]21[C:7](=[O:8])[O:6][C:5](=O)[CH2:4]2.[CH2:15]([Mg]Cl)[CH3:16].Cl.[C:20]1(C)C=CC=C[CH:21]=1>O1CCCC1>[CH2:20]([C:5]1([CH2:15][CH3:16])[CH2:4][C:3]2([CH2:10][CH2:11][C:12]([CH3:14])=[CH:13][CH:2]2[CH3:1])[C:7](=[O:8])[O:6]1)[CH3:21]. Procedure: 6,8-Dimethyl-2-oxa-spiro[4.5]dec-7-ene-1,3-dione (prepared as above in EXAMPLE I, 140 g) was fed slowly into an ethyl magnesium chloride (C2H5MgCl) solution in tetrahydrofuran (THF) (2 M, 1.53 L) while the temperature was kept under 25° C. After the feeding was completed, the reaction was aged at room temperature for about an hour. The reaction mixture was then poured into hydrochloric acid (HCl) (2 M) containing ice. Toluene was added. The organic and aqueous layers were shaken in a separatory ...